This data is from the Open Reaction Database (ORD), a public repository of structured organic reaction records. The task is: describe an organic reaction: reactants, conditions, products, and yield Starting materials: C(C1=CC=CC=C1)C=1OC(=C(C1C(=O)C1=CC(=C(C(=C1)CC)OC)Br)C)C ((2-benzyl-4,5-dimethyl-furan-3-yl)-(3-bromo-5-ethyl-4-methoxy-phenyl)-methanone), B(Br)(Br)Br (boron tribromide). Yields the product BrC1=C(C(=CC(=C1)C1=C2C=CC=CC2=CC=2OC(=C(C21)C)C)CC)O (2-Bromo-4-(2,3-dimethyl-naphtho[2,3-b]furan-4-yl)-6-ethyl-phenol). Isolated yield 11.7%. As a reaction SMILES: [CH2:1]([C:8]1[O:9][C:10]([CH3:27])=[C:11]([CH3:26])[C:12]=1[C:13]([C:15]1[CH:20]=[C:19]([CH2:21][CH3:22])[C:18]([O:23]C)=[C:17]([Br:25])[CH:16]=1)=O)[C:2]1[CH:7]=[CH:6][CH:5]=[CH:4][CH:3]=1.B(Br)(Br)Br>>[Br:25][C:17]1[CH:16]=[C:15]([C:13]2[C:12]3[C:11]([CH3:26])=[C:10]([CH3:27])[O:9][C:8]=3[CH:1]=[C:2]3[C:7]=2[CH:6]=[CH:5][CH:4]=[CH:3]3)[CH:20]=[C:19]([CH2:21][CH3:22])[C:18]=1[OH:23]. Reported procedure: The title compound was prepared according to the procedure in Example 1, step 5, using (2-benzyl-4,5-dimethyl-furan-3-yl)-(3-bromo-5-ethyl-4-methoxy-phenyl)-methanone (7.85 g, 18.4 mmol) and boron tribromide (13.2 mL, 0.139 mol). Purification on silica gel eluting with 2% EtOAc/hexane, followed by trituration with hexane gave 0.85 g (12%) of the title compound as a white solid. 1H NMR (DMSO-d6) δ 1.15 (t, 3 H), 1.59 (s, 3 H), 2.37 (s, 3 H), 2.64-2.77 (m, 2 H), 7.09 (d, 1 H), 7.31 -7.35 (m, 2 H),... The reactants are OC1CCN(CC1)C(=O)OC(C)(C)C (tert-Butyl 4-hydroxypiperidine-1-carboxylate), [H-].[Na+] (sodium hydride), Cl.O1CCOCC1 (hydrogen chloride dioxane), BrCCCOC (1-bromo-3-methoxypropane). The solvent is CN(C)C=O (DMF), CCO (EtOH), O (Water). Run at time 10 minute. Yields the product Cl.COCCCOC1CCNCC1 (4-(3-methoxypropoxy)piperidine hydrochloride). RXN SMILES: [OH:1][CH:2]1[CH2:7][CH2:6][N:5](C(OC(C)(C)C)=O)[CH2:4][CH2:3]1.[H-].[Na+].Br[CH2:18][CH2:19][CH2:20][O:21][CH3:22].[ClH:23].O1CCOCC1>CCO.O.CN(C=O)C>[ClH:23].[CH3:22][O:21][CH2:20][CH2:19][CH2:18][O:1][CH:2]1[CH2:3][CH2:4][NH:5][CH2:6][CH2:7]1 |f:1.2,4.5,9.10|. Reported procedure: tert-Butyl 4-hydroxypiperidine-1-carboxylate (1.0 g) was mixed with DMF (15 ml), and sodium hydride (55% suspended in oil) (300 mg) was added thereto, followed by stirring at room temperature for 10 minutes. To the reaction mixture was added 1-bromo-3-methoxypropane (1.0 g), followed by stirring at room temperature overnight. Water was added to the reaction mixture, and the reaction mixture was concentrated under reduced pressure. EtOAc and water were added to the obtained residue, and the organ... Reactants: COCCCN (3-methoxypropylamine), NC1=NC(=NC(=C1Cl)Cl)Cl (4-amino-2,5,6-trichloropyrimidine), O (water). Solvent: O1CCCC1 (tetrahydrofuran). Conditions: time 6 hour. Yields the product NC1=NC(=NC(=C1Cl)Cl)NCCCOC (4-Amino-2-(3-methoxypropylamino)-5,6-dichloropyrimidine). RXN SMILES: [NH2:1][C:2]1[C:7]([Cl:8])=[C:6]([Cl:9])[N:5]=[C:4](Cl)[N:3]=1.[CH3:11][O:12][CH2:13][CH2:14][CH2:15][NH2:16].O>O1CCCC1>[NH2:1][C:2]1[C:7]([Cl:8])=[C:6]([Cl:9])[N:5]=[C:4]([NH:16][CH2:15][CH2:14][CH2:13][O:12][CH3:11])[N:3]=1. Procedure: 1,850 g (9.31 moles) of 4-amino-2,5,6-trichloropyrimidine are dissolved in 4 liters of tetrahydrofuran. 1,659 g (18.62 moles) of 3-methoxypropylamine are added dropwise thereto over a period of 6 hours. The reaction mixture is heated for five hours at the boil, cooled and stirred into 20 liters of water. The resulting solid is filtered off, dried, stirred with 7 liters of methylene chloride and again filtered off. After the solid thus obtained has been twice recrystallised from toluene, 743 g (3... The product is CN1CN=C(c2ccc(N)cc2)OC1=O. Reactants: [H][H], CN1CN=C(c2ccc([N+](=O)[O-])cc2)OC1=O, C1COCCO1. As a reaction SMILES: [H:18][H:19].[N+:1]([O-:2])(=[O:3])[c:4]1[cH:5][cH:6][c:7]([C:10]2=[N:11][CH2:12][N:13]([CH3:17])[C:14](=[O:16])[O:15]2)[cH:8][cH:9]1.[O:20]1[CH2:21][CH2:22][O:23][CH2:24][CH2:25]1>>[NH2:1][c:4]1[cH:5][cH:6][c:7]([C:10]2=[N:11][CH2:12][N:13]([CH3:17])[C:14](=[O:16])[O:15]2)[cH:8][cH:9]1. Reactants: C(C1=CC=CC=C1)OCC(CONC1=C(C(=NC(=N1)NC=O)Cl)NC=O)COCC1=CC=CC=C1 (6-(3-Benzyloxy-2-benzyloxymethylprop-1-oxyamino)-4-chloro-2,5-diformamidopyrimidine). Run in C(C)(=O)OC(OCC)OCC (diethoxymethyl acetate). Run at temperature 20 celsius, time 30 minute. Yields the product C(C1=CC=CC=C1)OCC(CON1C2=NC(=NC(=C2N=C1)Cl)NC=O)COCC1=CC=CC=C1 (9-(3-Benzyloxy-2-benzyloxymethylprop-1-oxy)-6-chloro-2-formamidopurine). Isolated yield 88.8%. As a reaction SMILES: [CH2:1]([O:8][CH2:9][CH:10]([CH2:27][O:28][CH2:29][C:30]1[CH:35]=[CH:34][CH:33]=[CH:32][CH:31]=1)[CH2:11][O:12][NH:13][C:14]1[N:19]=[C:18]([NH:20][CH:21]=[O:22])[N:17]=[C:16]([Cl:23])[C:15]=1[NH:24][CH:25]=O)[C:2]1[CH:7]=[CH:6][CH:5]=[CH:4][CH:3]=1>C(OC(OCC)OCC)(=O)C>[CH2:1]([O:8][CH2:9][CH:10]([CH2:27][O:28][CH2:29][C:30]1[CH:35]=[CH:34][CH:33]=[CH:32][CH:31]=1)[CH2:11][O:12][N:13]1[CH:25]=[N:24][C:15]2[C:14]1=[N:19][C:18]([NH:20][CH:21]=[O:22])=[N:17][C:16]=2[Cl:23])[C:2]1[CH:7]=[CH:6][CH:5]=[CH:4][CH:3]=1. Procedure: 6-(3-Benzyloxy-2-benzyloxymethylprop-1-oxyamino)-4-chloro-2,5-diformamidopyrimidine (4.8 g, 9.6 mmol) and diethoxymethyl acetate (50 ml) was stirred at 120° C. for 1.5 hours, cooled and evaporated under reduced pressure. The residue in methanol (80 ml) and concentrated ammonia solution (2 ml) was stirred at 20° C. for 30 minutes, the solvent removed under reduced pressure and the residue co-evaporated with methanol. Column chromatography on silica gel (eluted with chloroform and then chloroform-... Starting materials: C(C)(=O)O (acetic acid), [OH-].[Na+] (NaOH), NC1C(N(CCC1)C(=O)OC(C)(C)C)C1=CC=CC=C1 (3-Amino-1-tert-butoxycarbonyl-2-phenylpiperidine), FC(C)(F)C=1C=CC(=C(C=O)C1)OC(F)(F)F (5-(1,1-Difluoroethyl)-2-(trifluoromethoxy)benzaldehyde), C(C)(=O)O[BH-](OC(C)=O)OC(C)=O.[Na+] (sodium triacetoxyborohydride). The solvent is C(Cl)Cl (CH2Cl2). Run at time 66 hour. Product: C(C)(C)(C)OC(=O)N1[C@H]([C@H](CCC1)NCC1=C(C=CC(=C1)C(C)(F)F)OC(F)(F)F)C1=CC=CC=C1 ((2S,3S)-1-tert-Butoxycarbonyl-3-(5-(1,1-difluoroethyl)-2-(trifluoromethoxy)benzyl)amino-2-phenylpiperidine). Isolated yield 156.8%. RXN SMILES: [NH2:1][CH:2]1[CH2:7][CH2:6][CH2:5][N:4]([C:8]([O:10][C:11]([CH3:14])([CH3:13])[CH3:12])=[O:9])[CH:3]1[C:15]1[CH:20]=[CH:19][CH:18]=[CH:17][CH:16]=1.[F:21][C:22]([C:25]1[CH:26]=[CH:27][C:28]([O:33][C:34]([F:37])([F:36])[F:35])=[C:29]([CH:32]=1)[CH:30]=O)([F:24])[CH3:23].C(O[BH-](OC(=O)C)OC(=O)C)(=O)C.[Na+].C(O)(=O)C.[OH-].[Na+]>C(Cl)Cl>[C:11]([O:10][C:8]([N:4]1[CH2:5][CH2:6][CH2:7][C@H:2]([NH:1][CH2:30][C:29]2[CH:32]=[C:25]([C:22]([F:24])([F:21])[CH3:23])[CH:26]=[CH:27][C:28]=2[O:33][C:34]([F:35])([F:37])[F:36])[C@@H:3]1[C:15]1[CH:16]=[CH:17][CH:18]=[CH:19][CH:20]=1)=[O:9])([CH3:14])([CH3:13])[CH3:12] |f:2.3,5.6|. Procedure details: To a stirred solution of Compound 12 (500 mg, 1.81 mmol) and Compound 25 (552 mg, 2.17 mmol) in dry CH2Cl2 (10 ml) was added sodium triacetoxyborohydride (1.15 g, 5.43 mmol) portionwise at room temperature. Then to this was added acetic acid (109 mg, 1.81 mmol) at same temperature. The reaction mixture was stirred at room temperature for 66 h. The reaction mixture was basified to pH10-11 with 10% NaOH aq. with ice-cooling. The organic layer was separated and the aqueous layer was extracted with ... The reactants are O=[N+]([O-])c1cc(Br)cc(Br)c1, CC(=O)O. The product is Nc1cc(Br)cc(Br)c1. RXN SMILES: [Br:1][c:2]1[cH:3][c:4]([N+:9]([O-:10])=[O:11])[cH:5][c:6]([Br:8])[cH:7]1.[C:12]([OH:13])(=[O:14])[CH3:15]>>[Br:1][c:2]1[cH:3][c:4]([NH2:9])[cH:5][c:6]([Br:8])[cH:7]1.